Dataset: the Open Reaction Database (ORD), a public repository of structured organic reaction records. Task: describe an organic reaction: reactants, conditions, products, and yield Reactants: C1(=CC=CC=C1)C=1NC=2C=CC=C3C2C1CCNC3=O (2-Phenyl-3,4,5,6-tetrahydro-1H-azepino[5,4,3-cd]indol-6-one), tricyclic bromide, N1=CC(=CC=C1)B(O)O (3-pyridylboronic acid). Product: N1=CC(=CC=C1)C=1NC=2C=CC=C3C2C1CCNC3=O (2-pyridin-3-yl-1,3,4,5-tetrahydro-azepino[5,4,3-cd]indol-6-one). RXN SMILES: [C:1]1([C:7]2[NH:8][C:9]3[CH:10]=[CH:11][CH:12]=[C:13]4[C:19](=[O:20])[NH:18][CH2:17][CH2:16][C:15]=2[C:14]=34)[CH:6]=[CH:5][CH:4]=C[CH:2]=1.[N:21]1C=CC=C(B(O)O)C=1>>[N:21]1[CH:4]=[CH:5][CH:6]=[C:1]([C:7]2[NH:8][C:9]3[CH:10]=[CH:11][CH:12]=[C:13]4[C:19](=[O:20])[NH:18][CH2:17][CH2:16][C:15]=2[C:14]=34)[CH:2]=1. Procedure: In a manner similar to that described for Compound 12, the tricyclic bromide (300 mg, 1.13 mmol) and 3-pyridylboronic acid (153 mg, 1.24 mmol) were coupled to yield 2-pyridin-3-yl-1,3,4,5-tetrahydro-azepino[5,4,3-cd]indol-6-one, 75 mg (25%) as a light brown solid: m.p. 260.5-262.0° C.; 1H NMR (300 MHz, d6-DMSO) δ 3.07 (m, 2H), 3.40 (m, 2H), 7.25 (app t, J=7.8 Hz, 1H), 7.57 (m, 2H), 7.71 (dd, J=7.5, 0.9 Hz, 1H), 8.05 (m, 1H), 8.12 (br t, 1H), 8.59 (m, 1H), 8.88 (m, 1H), 11.75 (br s, 1H). MS (FAB,... Starting materials: [BH4-].[Na+] (NaBH4), C(C1=CC=CC=C1)OC1=CC=C2C=3C=CC(=CC3NC2=C1)N (7-(benzyloxy)-9H-carbazol-2-amine), C=O (paraformaldehyde), C[O-].[Na+] (NaOMe). Solvent: CO (MeOH). Yields the product C(C1=CC=CC=C1)OC1=CC=C2C=3C=CC(=CC3NC2=C1)NC (7-(benzyloxy)-N-methyl-9H-carbazol-2-amine). Isolated yield 82.7%. RXN SMILES: [CH2:1]([O:8][C:9]1[CH:21]=[C:20]2[C:12]([C:13]3[CH:14]=[CH:15][C:16]([NH2:22])=[CH:17][C:18]=3[NH:19]2)=[CH:11][CH:10]=1)[C:2]1[CH:7]=[CH:6][CH:5]=[CH:4][CH:3]=1.[CH2:23]=O.C[O-].[Na+].[BH4-].[Na+]>CO>[CH2:1]([O:8][C:9]1[CH:21]=[C:20]2[C:12]([C:13]3[CH:14]=[CH:15][C:16]([NH:22][CH3:23])=[CH:17][C:18]=3[NH:19]2)=[CH:11][CH:10]=1)[C:2]1[CH:3]=[CH:4][CH:5]=[CH:6][CH:7]=1 |f:2.3,4.5|. Procedure: A mixture of 7-(benzyloxy)-9H-carbazol-2-amine (150 mg, 0.52 mmol), paraformaldehyde (78 mg, 2.6 mmol), and NaOMe (900 mg, 25% MeOH solution, 4.16 mmol) in 15 mL of MeOH was heated at reflux for 2 h under Ar atmosphere and cooled to rt. To this mixture was added NaBH4 (98 mg, 2.6 mmol) and the mixture was heated at reflux for 2 h. After cooling to rt, the mixture was quenched onto ice (30 g). It was extracted with EtOAc (3×50 mL) and the combined organic phase was dried over MgSO4 and concentrat... Reactants: COC(=O)C1(CC=O)CCOCC1, Cc1cc(Br)ccc1N, CC(=O)O, CO, ClCCl, Nc1ccccc1. Yields the product COC(=O)C1(CCNc2ccc(Br)cc2C)CCOCC1. As a reaction SMILES: [CH3:10][O:11][C:12](=[O:13])[C:14]1([CH2:20][CH:21]=[O:22])[CH2:15][CH2:16][O:17][CH2:18][CH2:19]1.[CH3:1][c:2]1[c:3]([NH2:4])[cH:5][cH:6][c:7]([Br:9])[cH:8]1.[CH3:23][C:24](=[O:25])[OH:26].[CH3:37][OH:38].[Cl:34][CH2:35][Cl:36].[NH2:27][c:28]1[cH:29][cH:30][cH:31][cH:32][cH:33]1>>[CH3:1][c:2]1[c:3]([NH:4][CH2:21][CH2:20][C:14]2([C:12]([O:11][CH3:10])=[O:13])[CH2:15][CH2:16][O:17][CH2:18][CH2:19]2)[cH:5][cH:6][c:7]([Br:9])[cH:8]1. The reactants are [Mg] (magnesium), BrC1=C(C(=CC=C1)F)C (2-bromo-6-fluoro-toluene), C(Cl)C1CO1 (epichlorohydrine). Reagents/catalysts: [Cu]I (copper(I) iodide), BrCCBr (1,2-dibromoethane). Run in C1CCOC1 (THF), C1CCOC1 (THF), CN(C)C=O (DMF). Conditions: time 3.5 hour. The product is ClCC(CC1=C(C(=CC=C1)F)C)O (1-chloro-3-(3-fluoro-2-methyl-phenyl)-propan-2-ol). Yield: 104.9%. Reaction SMILES: [Mg].Br[C:3]1[CH:8]=[CH:7][CH:6]=[C:5]([F:9])[C:4]=1[CH3:10].[CH2:11]([CH:13]1[O:15][CH2:14]1)[Cl:12]>C1COCC1.CN(C=O)C.[Cu]I.BrCCBr>[Cl:12][CH2:11][CH:13]([OH:15])[CH2:14][C:3]1[CH:8]=[CH:7][CH:6]=[C:5]([F:9])[C:4]=1[CH3:10]. Reported procedure: 0.867 g (35.67 mmol) of magnesium turnings were dried and suspended in 17 ml of anhydrous THF under argon. A solution of 1,2-dibromoethane (0.14 ml, 1.62 mmol) and 2-bromo-6-fluoro-toluene (6.74 g, 35.67 mmol) in 17 ml of anhydrous THF was then added dropwise so as to maintain a gentle reflux. Once the magnesium had been consumed, copper(I) iodide (0.432 g, 2.27 mmol) was then added, followed by a solution of epichlorohydrine (3.00 g, 32.42 mmol) in DMF (8 ml). The mixture was stirred for 3.5 h ... Reactants: C(C)(C)(C)[Si](OC1=CC=C(C=C1)OCC1OC1)(C)C (tert-butyldimethyl(4-(oxiran-2-ylmethoxy)phenoxy)silane), CC1=NC(=NC(=C1)C)N1CCC(CC1)N (1-(4,6-dimethylpyrimidin-2-yl)piperidin-4-amine). Run in CC(C)O.CS(=O)C (iPrOH DMSO). The product is CC1=NC(=NC(=C1)C)N1CCC(CC1)NCC(COC1=CC=C(C=C1)O)O (4-(3-(1-(4,6-dimethylpyrimidin-2-yl)piperidin-4-ylamino)-2-hydroxypropoxy)phenol). Yield: 64.0%. RXN SMILES: C([Si](C)(C)[O:6][C:7]1[CH:12]=[CH:11][C:10]([O:13][CH2:14][CH:15]2[CH2:17][O:16]2)=[CH:9][CH:8]=1)(C)(C)C.[CH3:20][C:21]1[CH:26]=[C:25]([CH3:27])[N:24]=[C:23]([N:28]2[CH2:33][CH2:32][CH:31]([NH2:34])[CH2:30][CH2:29]2)[N:22]=1>CC(O)C.CS(C)=O>[CH3:20][C:21]1[CH:26]=[C:25]([CH3:27])[N:24]=[C:23]([N:28]2[CH2:29][CH2:30][CH:31]([NH:34][CH2:17][CH:15]([OH:16])[CH2:14][O:13][C:10]3[CH:9]=[CH:8][C:7]([OH:6])=[CH:12][CH:11]=3)[CH2:32][CH2:33]2)[N:22]=1 |f:2.3|. Reported procedure: Synthesis followed SP6 (iPrOH:DMSO 1:1, 120° C., 35 h), using 200 μmol tert-butyldimethyl(4-(oxiran-2-ylmethoxy)phenoxy)silane and 1-(4,6-dimethylpyrimidin-2-yl)piperidin-4-amine to give O-silylated intermediate upon purification by prep. HPLC (reversed phase) and prep. TLC (1 mm silica gel, PE/CH2Cl2/MeOH 6:4:1) with 64% yield. Product was obtained by deprotection according to SP7 and purification by prep. HPLC (reversed phase) and prep. TLC (1 mm silica gel, PE/CH2Cl2/MeOH 3:7:1.5) with 10% yi... Starting materials: CC(C)(C)OC(=O)c1ccc(NC(=O)c2ccc3c(c2)N(S(=O)(=O)c2cccc(Cl)c2)CCS3=O)cc1, O=CO, O. Product: O=C(O)c1ccc(NC(=O)c2ccc3c(c2)N(S(=O)(=O)c2cccc(Cl)c2)CCS3=O)cc1. Reaction SMILES: [C:1]([CH3:2])([CH3:3])([CH3:4])[O:5][C:6]([c:7]1[cH:8][cH:9][c:10]([NH:13][C:14](=[O:15])[c:16]2[cH:17][cH:18][c:19]3[c:20]([cH:36]2)[N:21]([S:26](=[O:27])(=[O:28])[c:29]2[cH:30][c:31]([Cl:35])[cH:32][cH:33][cH:34]2)[CH2:22][CH2:23][S:24]3=[O:25])[cH:11][cH:12]1)=[O:37].[CH:39]([OH:40])=[O:41].[OH2:38]>>[O:5]=[C:6]([c:7]1[cH:8][cH:9][c:10]([NH:13][C:14](=[O:15])[c:16]2[cH:17][cH:18][c:19]3[c:20]([cH:36]2)[N:21]([S:26](=[O:27])(=[O:28])[c:29]2[cH:30][c:31]([Cl:35])[cH:32][cH:33][cH:34]2)[CH2:22][CH2:23][S:24]3=[O:25])[cH:11][cH:12]1)[OH:37].